From a dataset of the Open Reaction Database (ORD), a public repository of structured organic reaction records. describe an organic reaction: reactants, conditions, products, and yield Reaction SMILES: [NH2:1][C:2]1[S:3][C:4]([C:17]2[CH:22]=[CH:21][CH:20]=[C:19]([F:23])[CH:18]=2)=[C:5]([C:7]([N:9]2[C@H:14]([CH2:15][NH2:16])[CH2:13][C@H:12]3[C@@H:10]2[CH2:11]3)=[O:8])[N:6]=1.[CH3:24][C:25]1[N:26]2[C:32]([C:33](O)=[O:34])=[CH:31][N:30]=[C:27]2[S:28][CH:29]=1>>[NH2:1][C:2]1[S:3][C:4]([C:17]2[CH:22]=[CH:21][CH:20]=[C:19]([F:23])[CH:18]=2)=[C:5]([C:7]([N:9]2[C@H:14]([CH2:15][NH:16][C:33]([C:32]3[N:26]4[C:27]([S:28][CH:29]=[C:25]4[CH3:24])=[N:30][CH:31]=3)=[O:34])[CH2:13][C@H:12]3[C@@H:10]2[CH2:11]3)=[O:8])[N:6]=1. Reported procedure: prepared by reaction of [2-amino-5-(3-fluoro-phenyl)-thiazol-4-yl]-((1S,3S,5S)-3-aminomethyl-2-aza-bicyclo[3.1.0]hex-2-yl)-methanone with 3-methyl-imidazo[2,1-b]thiazole-5-carboxylic acid. LC-MS (basic): tR=0.76 min; [M+H]+=497.1. The product is NC=1SC(=C(N1)C(=O)N1[C@H]2C[C@H]2C[C@H]1CNC(=O)C1=CN=C2SC=C(N21)C)C2=CC(=CC=C2)F (3-methyl-imidazo[2,1-b]thiazole-5-carboxylic acid {(1S,3S,5S)-2-[2-amino-5-(3-fluoro-phenyl)-thiazole-4-carbonyl]-2-aza-bicyclo[3.1.0]hex-3-ylmethyl}-amide). Reactants: NC=1SC(=C(N1)C(=O)N1[C@H]2C[C@H]2C[C@H]1CN)C1=CC(=CC=C1)F ([2-amino-5-(3-fluoro-phenyl)-thiazol-4-yl]-((1S,3S,5S)-3-aminomethyl-2-aza-bicyclo[3.1.0]hex-2-yl)-methanone), CC=1N2C(SC1)=NC=C2C(=O)O (3-methyl-imidazo[2,1-b]thiazole-5-carboxylic acid). The reactants are ClC1=CC=C(C=N1)S(=O)(=O)Cl (6-chloropyridine-3-sulfonyl chloride), NC=1SC=CN1 (2-aminothiazole). Solvent: N1=CC=CC=C1 (pyridine). Reaction conditions: time 19 hour. Yields the product ClC1=CC=C(C=N1)S(=O)(=O)NC=1SC=CN1 (6-chloro-N-(thiazol-2-yl)pyridine-3-sulfonamide). Yield: 67.6%. RXN SMILES: [Cl:1][C:2]1[N:7]=[CH:6][C:5]([S:8](Cl)(=[O:10])=[O:9])=[CH:4][CH:3]=1.[NH2:12][C:13]1[S:14][CH:15]=[CH:16][N:17]=1>N1C=CC=CC=1>[Cl:1][C:2]1[N:7]=[CH:6][C:5]([S:8]([NH:12][C:13]2[S:14][CH:15]=[CH:16][N:17]=2)(=[O:10])=[O:9])=[CH:4][CH:3]=1. Procedure details: Under a N2 atmosphere, a mixture of the 6-chloropyridine-3-sulfonyl chloride (0.95 gm, 4.51 mmol), 2-aminothiazole (0.452 gm, 4.51 mmol), and pyridine (7.0 mL) was stirred at RT for 19 h. The crude product was purified via silica gel chromatography using (2-10%) MeOH in CH2Cl2. After evaporating the solvents under reduced pressure, purification via silica gel chromatography using 2-10% MeOH in CH2Cl2 gave 6-chloro-N-(thiazol-2-yl)pyridine-3-sulfonamide as a white solid (0.841 g, 68%). LC/MS (10%... The reactants are O=C([O-])O, CCOC(C)=O, O=C(Nc1cccc2c1CN(Cc1cccc(CO)c1)C2=O)c1ccc(Cl)s1, ClCCl, [Na+], c1ccncc1. Product: O=Cc1cccc(CN2Cc3c(NC(=O)c4ccc(Cl)s4)cccc3C2=O)c1. Reaction SMILES: [C:29](=[O:30])([OH:31])[O-:32].[CH3:34][CH2:35][O:36][C:37](=[O:38])[CH3:39].[Cl:1][c:2]1[cH:3][cH:4][c:5]([C:7](=[O:8])[NH:9][c:10]2[c:11]3[c:15]([cH:16][cH:17][cH:18]2)[C:14](=[O:19])[N:13]([CH2:20][c:21]2[cH:22][c:23]([CH2:27][OH:28])[cH:24][cH:25][cH:26]2)[CH2:12]3)[s:6]1.[Cl:40][CH2:41][Cl:42].[Na+:33].[cH:43]1[cH:44][cH:45][n:46][cH:47][cH:48]1>>[Cl:1][c:2]1[cH:3][cH:4][c:5]([C:7](=[O:8])[NH:9][c:10]2[c:11]3[c:15]([cH:16][cH:17][cH:18]2)[C:14](=[O:19])[N:13]([CH2:20][c:21]2[cH:22][c:23]([CH:27]=[O:28])[cH:24][cH:25][cH:26]2)[CH2:12]3)[s:6]1. Starting materials: COC=1C=C(C=CC1NC(=O)NC1=C(C=CC=C1)C)CC(=O)OC1=C(C(=C(C(=C1F)F)F)F)F (pentafluorophenyl 3-methoxy-4-[N′-(2-methylphenyl)ureido]phenylacetate), ClC=1C(=NC=C(C1)C(=O)OC)OCC1NCCC1 (methyl 3chloro-2-[(2-pyrrolidinyl)methoxy]pyridine-5-carboxylate). The solvent is CN(C)C=O (DMF), CCOC(=O)C (EtOAc). Conditions: time 1 hour. Product: ClC=1C(=NC=C(C1)C(=O)OC)OCC1N(CCC1)C(CC1=CC(=C(C=C1)NC(=O)NC1=C(C=CC=C1)C)OC)=O (methyl 3chloro-2-[[1-[3-methoxy-4-[N′-(2-methylphenyl)ureido]phenylacetyl]-2-pyrrolidinyl]methoxy]pyridine-5-carboxylate). Reaction SMILES: [CH3:1][O:2][C:3]1[CH:4]=[C:5]([CH2:20][C:21]([O:23]C2C(F)=C(F)C(F)=C(F)C=2F)=O)[CH:6]=[CH:7][C:8]=1[NH:9][C:10]([NH:12][C:13]1[CH:18]=[CH:17][CH:16]=[CH:15][C:14]=1[CH3:19])=[O:11].[Cl:35][C:36]1[C:37]([O:46][CH2:47][CH:48]2[CH2:52][CH2:51][CH2:50][NH:49]2)=[N:38][CH:39]=[C:40]([C:42]([O:44][CH3:45])=[O:43])[CH:41]=1>CN(C=O)C.CCOC(C)=O>[Cl:35][C:36]1[C:37]([O:46][CH2:47][CH:48]2[CH2:52][CH2:51][CH2:50][N:49]2[C:21](=[O:23])[CH2:20][C:5]2[CH:6]=[CH:7][C:8]([NH:9][C:10]([NH:12][C:13]3[CH:18]=[CH:17][CH:16]=[CH:15][C:14]=3[CH3:19])=[O:11])=[C:3]([O:2][CH3:1])[CH:4]=2)=[N:38][CH:39]=[C:40]([C:42]([O:44][CH3:45])=[O:43])[CH:41]=1. Procedure: The mixture of pentafluorophenyl 3-methoxy-4-[N′-(2-methylphenyl)ureido]phenylacetate (317.0 mg, 0.660 mmol), methyl 3chloro-2-[(2-pyrrolidinyl)methoxy]pyridine-5-carboxylate (172.0 mg, 0.635 mmol), Et3 N (105 ul, 0.756 mmol) in DMF (2.0 mL) was stirred for 1 hr at room temp. The mixture was diluted with EtOAc, washed with brine, and dried over Na2SO4. The solvent was removed under a reduced pressure to afford methyl 3chloro-2-[[1-[3-methoxy-4-[N′-(2-methylphenyl)ureido]phenylacetyl]-2-pyrrolidi... Yields the product Cl.O1N=C(N=C1)C1=CC=C(C=C1)C1CNCCOC1 (6-(4-[1,2,4]Oxadiazol-3-yl-phenyl)-[1,4]oxazepane hydrochloride), solid. The yield is 86.0%. Starting materials: C(C1=CC=CC=C1)N1CCOCC(C1)C1=CC=C(C=C1)C1=NOC=N1 (4-benzyl-6-(4-[1,2,4]oxadiazol-3-yl-phenyl)-[1,4]oxazepane), O1N=C(N=C1)C1=CC=C(C=C1)C1CNCCOC1 (6-(4-[1,2,4]oxadiazol-3-yl-phenyl) -[1,4]oxazepane), Cl.CC1NCCOCC1 (5-methyl-[1,4]oxazepane hydrochloride). Reaction SMILES: [O:1]1[CH:5]=[N:4][C:3]([C:6]2[CH:11]=[CH:10][C:9]([CH:12]3[CH2:18][O:17][CH2:16][CH2:15][NH:14][CH2:13]3)=[CH:8][CH:7]=2)=[N:2]1.[ClH:19].CC1CCOCCN1.C(N1CC(C2C=CC(C3N=CON=3)=CC=2)COCC1)C1C=CC=CC=1>>[ClH:19].[O:1]1[CH:5]=[N:4][C:3]([C:6]2[CH:7]=[CH:8][C:9]([CH:12]3[CH2:18][O:17][CH2:16][CH2:15][NH:14][CH2:13]3)=[CH:10][CH:11]=2)=[N:2]1 |f:1.2,4.5|. Reported procedure: Preparation of 6-(4-[1,2,4]oxadiazol-3-yl-phenyl) -[1,4]oxazepane was performed by the same procedure as that of 5-methyl-[1,4]oxazepane hydrochloride except for utilizing 4-benzyl-6-(4-[1,2,4]oxadiazol-3-yl-phenyl)-[1,4]oxazepane instead of 4-benzyl-5-methyl-[1,4]oxazepane. 6-(4-[1,2,4]Oxadiazol-3-yl-phenyl)-[1,4]oxazepane hydrochloride was obtained as white solid (0.13 g, 0.45 mmol, 86%). The reactants are C(=O)NN (formic hydrazide), P(=O)(Cl)(Cl)Cl (phosphorus oxychloride), C1(CC1)C(=O)NC=1C=CC=C2CN(C(C12)=O)C(CC(=O)O)C1=CC(=C(C=C1)OC)OCC (3-[7-(cyclopropanecarbonyl-amino)-1-oxo-1,3-dihydro-isoindol-2-yl]-3-(3-ethoxy-4-methoxy-phenyl)-propionic acid), C1=CN(C=N1)C(=O)N2C=CN=C2 (CDI). The solvent is C(C)#N (acetonitrile), C1CCOC1 (THF). Procedure details: Cyclopropanecarboxylic acid {2-[1-(3-ethoxy-4-methoxy-phenyl)-2-[1,3,4]oxadiazol-2-yl-ethyl]-3-oxo-2,3-dihydro-1H-isoindol-4-yl}-amide was prepared by reacting 3-[7-(cyclopropanecarbonyl-amino)-1-oxo-1,3-dihydro-isoindol-2-yl]-3-(3-ethoxy-4-methoxy-phenyl)-propionic acid (400 mg, 0.9 mmol), CDI (160 mg, 1.0 mmol) and formic hydrazide (0.09 g, 1.5 mmol) in THF (5 mL). The crude was then reacted with phosphorus oxychloride (0.18 mL, 1.9 mmol) in acetonitrile (15 mL). The product was obtained as a ... Reaction SMILES: [CH:1]1([C:4]([NH:6][C:7]2[CH:8]=[CH:9][CH:10]=[C:11]3[C:15]=2[C:14](=[O:16])[N:13]([CH:17]([C:22]2[CH:27]=[CH:26][C:25]([O:28][CH3:29])=[C:24]([O:30][CH2:31][CH3:32])[CH:23]=2)[CH2:18][C:19]([OH:21])=O)[CH2:12]3)=[O:5])[CH2:3][CH2:2]1.C1N=CN(C(N2C=NC=C2)=O)C=1.[CH:45]([NH:47][NH2:48])=O.P(Cl)(Cl)(Cl)=O>C1COCC1.C(#N)C>[CH2:31]([O:30][C:24]1[CH:23]=[C:22]([CH:17]([N:13]2[C:14](=[O:16])[C:15]3[C:11](=[CH:10][CH:9]=[CH:8][C:7]=3[NH:6][C:4]([CH:1]3[CH2:3][CH2:2]3)=[O:5])[CH2:12]2)[CH2:18][C:19]2[O:21][CH:45]=[N:47][N:48]=2)[CH:27]=[CH:26][C:25]=1[O:28][CH3:29])[CH3:32]. Product: C(C)OC=1C=C(C=CC1OC)C(CC=1OC=NN1)N1CC2=CC=CC(=C2C1=O)NC(=O)C1CC1 (Cyclopropanecarboxylic acid {2-[1-(3-ethoxy-4-methoxy-phenyl)-2-[1,3,4]oxadiazol-2-yl-ethyl]-3-oxo-2,3-dihydro-1H-isoindol-4-yl}-amide), solid. The yield is 15.0%. Reactants: ClCc1nc2c(Cl)cccn2c1Br, [K+], [K+], O=C([O-])[O-], O=C1NC(=O)c2ccccc21, CN(C)C=O. Product: O=C1c2ccccc2C(=O)N1Cc1nc2c(Cl)cccn2c1Br. RXN SMILES: [Br:1][c:2]1[c:3]([CH2:12][Cl:13])[n:4][c:5]2[n:6]1[cH:7][cH:8][cH:9][c:10]2[Cl:11].[K+:25].[K+:26].[O-:27][C:28]([O-:29])=[O:30].[O:14]=[C:15]1[NH:16][C:17](=[O:18])[c:19]2[cH:20][cH:21][cH:22][cH:23][c:24]21.[O:31]=[CH:32][N:33]([CH3:34])[CH3:35]>>[Br:1][c:2]1[c:3]([CH2:12][N:16]2[C:15](=[O:14])[c:24]3[c:19]([cH:20][cH:21][cH:22][cH:23]3)[C:17]2=[O:18])[n:4][c:5]2[n:6]1[cH:7][cH:8][cH:9][c:10]2[Cl:11]. The reactants are BrC1=C(C=NC=C1)NC ((4-bromo-pyridin-3-yl)-methyl-amine), [Li+].C[Si](C)(C)[N-][Si](C)(C)C (LiHMDS), FC(C=1C=C(C(=O)Cl)C=C(C1)C(F)(F)F)(F)F (3,5-bis-trifluoromethyl-benzoyl chloride). Solvent: C1CCOC1 (THF). Run at temperature -78 celsius, time 1 hour. The product is BrC1=C(C=NC=C1)N(C(C1=CC(=CC(=C1)C(F)(F)F)C(F)(F)F)=O)C (N-(4-Bromo-pyridin-3-yl)-N-methyl-3,5-bis-trifluoromethyl-benzamide). RXN SMILES: [Br:1][C:2]1[CH:7]=[CH:6][N:5]=[CH:4][C:3]=1[NH:8][CH3:9].[Li+].C[Si]([N-][Si](C)(C)C)(C)C.[F:20][C:21]([F:36])([F:35])[C:22]1[CH:23]=[C:24]([CH:28]=[C:29]([C:31]([F:34])([F:33])[F:32])[CH:30]=1)[C:25](Cl)=[O:26]>C1COCC1>[Br:1][C:2]1[CH:7]=[CH:6][N:5]=[CH:4][C:3]=1[N:8]([CH3:9])[C:25](=[O:26])[C:24]1[CH:23]=[C:22]([C:21]([F:36])([F:35])[F:20])[CH:30]=[C:29]([C:31]([F:34])([F:33])[F:32])[CH:28]=1 |f:1.2|. Procedure: To a solution of (4-bromo-pyridin-3-yl)-methyl-amine (1 g, 5.376 mmol) in THF (8 mL) was added LiHMDS (1M solution in THF, 10.7 mL, 10.7 mmol, CAS RN 4039-32-1) dropwise at −78° C., and stirred for 15 minutes before 3,5-bis-trifluoromethyl-benzoyl chloride (1.5 mL, 8.06 mmol, CAS RN 785-56-8) was added to the reaction mixture. After stirring at −78° C. for 1 h the reaction mixture was quenched with saturated aqueous NH4Cl solution (10 mL) and diluted with EtOAc (40 mL). The combined organic laye... Reactants: O.NN (hydrazine hydrate), ClC1=C(C=CC(=C1)Cl)C=1N=C(SC1C(=O)N)N1CCOCC1 (4-(2,4-dichlorophenyl)-2-morpholin-4-yl-1,3-thiazole-5-carboxamide), COC(N(C)C)OC (1,1-dimethoxy-N,N-dimethylmethanamine), C(C)(=O)O (acetic acid). Product: ClC1=C(C=CC(=C1)Cl)C=1N=C(SC1C1=NN=CN1)N1CCOCC1 (4-[4-(2,4-dichlorophenyl)-5-(4H-1,2,4-triazol-3-yl)-1,3-thiazol-2-yl]morpholine). The yield is 43.6%. Reaction SMILES: [Cl:1][C:2]1[CH:7]=[C:6]([Cl:8])[CH:5]=[CH:4][C:3]=1[C:9]1[N:10]=[C:11]([N:17]2[CH2:22][CH2:21][O:20][CH2:19][CH2:18]2)[S:12][C:13]=1[C:14]([NH2:16])=O.COC(OC)[N:26]([CH3:28])C.C(O)(=O)C.O.[NH2:36]N>>[Cl:1][C:2]1[CH:7]=[C:6]([Cl:8])[CH:5]=[CH:4][C:3]=1[C:9]1[N:10]=[C:11]([N:17]2[CH2:22][CH2:21][O:20][CH2:19][CH2:18]2)[S:12][C:13]=1[C:14]1[NH:26][CH:28]=[N:36][N:16]=1 |f:3.4|. Procedure: A mixture of 4-(2,4-dichlorophenyl)-2-morpholin-4-yl-1,3-thiazole-5-carboxamide (23 mg, 0.06 mmol) and 1,1-dimethoxy-N,N-dimethylmethanamine (0.8 mL, 6 mol) was irradiated in the microwave at 160° C. (300 watts) for 30 minutes. The reaction was concentrated in vacuo. The residue dissolved in acetic acid (1.0 mL, 0.18 mol) and hydrazine hydrate (30 mg, 0.7 mmol) and subjected to microwave irradiation at 120° C. (300 watts) for 15 minutes. The solvent was removed in vacuo, the residue was diluted ...